Dataset: the Open Reaction Database (ORD), a public repository of structured organic reaction records. Task: describe an organic reaction: reactants, conditions, products, and yield The reactants are C1COCCO1, CC1(C)OCC(COS(=O)(=O)c2ccc(Cl)cc2)O1, CC(C)(C)[O-], [Na+], O, O=C1c2ccccc2C(=O)N1c1cc[nH]n1. Yields the product CC1(C)OCC(Cn2ccc(N3C(=O)c4ccccc4C3=O)n2)O1. Reaction SMILES: [CH2:43]1[O:44][CH2:45][CH2:46][O:47][CH2:48]1.[CH3:17][C:18]1([CH3:35])[O:19][CH2:20][CH:21]([CH2:23][O:24][S:25]([c:26]2[cH:27][cH:28][c:29]([Cl:30])[cH:31][cH:32]2)(=[O:33])=[O:34])[O:22]1.[CH3:36][C:37]([CH3:38])([O-:39])[CH3:40].[Na+:41].[OH2:42].[nH:1]1[n:2][c:3]([N:6]2[C:7](=[O:16])[c:8]3[cH:9][cH:10][cH:11][cH:12][c:13]3[C:14]2=[O:15])[cH:4][cH:5]1>>[n:1]1([CH2:23][CH:21]2[CH2:20][O:19][C:18]([CH3:17])([CH3:35])[O:22]2)[n:2][c:3]([N:6]2[C:7](=[O:16])[c:8]3[cH:9][cH:10][cH:11][cH:12][c:13]3[C:14]2=[O:15])[cH:4][cH:5]1. The reactants are [C@H]12[C@H](NC[C@@H]2CCC1)CNC(=O)C1=C(N=C2SC=CN21)C (6-methyl-imidazo[2,1-b]thiazole-5-carboxylic acid-[(1S,2S,5R)-3-aza-bicyclo[3.3.0]oct-2-ylmethyl]-amide), COC=1C=C(C=CC1)C1=C(N=C(S1)C)C(=O)O (5-(3-methoxy-phenyl)-2-methyl-thiazole-4-carboxylic acid). The product is COC=1C=C(C=CC1)C1=C(N=C(S1)C)C(=O)N1[C@@H]([C@H]2CCC[C@H]2C1)CNC(=O)C1=C(N=C2SC=CN21)C (6-Methyl-imidazo[2,1-b]thiazole-5-carboxylic acid-(1S,2S,5R)-{3-[5-(3-methoxy-phenyl)-2-methyl-thiazole-4-carbonyl]-3-aza-bicyclo[3.3.0]oct-2-ylmethyl}-amide). As a reaction SMILES: [C@H:1]12[CH2:8][CH2:7][CH2:6][C@H:5]1[CH2:4][NH:3][C@@H:2]2[CH2:9][NH:10][C:11]([C:13]1[N:20]2[C:16]([S:17][CH:18]=[CH:19]2)=[N:15][C:14]=1[CH3:21])=[O:12].[CH3:22][O:23][C:24]1[CH:25]=[C:26]([C:30]2[S:34][C:33]([CH3:35])=[N:32][C:31]=2[C:36](O)=[O:37])[CH:27]=[CH:28][CH:29]=1>>[CH3:22][O:23][C:24]1[CH:25]=[C:26]([C:30]2[S:34][C:33]([CH3:35])=[N:32][C:31]=2[C:36]([N:3]2[CH2:4][C@H:5]3[C@H:1]([CH2:8][CH2:7][CH2:6]3)[C@H:2]2[CH2:9][NH:10][C:11]([C:13]2[N:20]3[C:16]([S:17][CH:18]=[CH:19]3)=[N:15][C:14]=2[CH3:21])=[O:12])=[O:37])[CH:27]=[CH:28][CH:29]=1. Procedure details: prepared by reaction of 6-methyl-imidazo[2,1-b]thiazole-5-carboxylic acid-[(1S,2S,5R)-3-aza-bicyclo[3.3.0]oct-2-ylmethyl]-amide with 5-(3-methoxy-phenyl)-2-methyl-thiazole-4-carboxylic acid. Starting materials: O=C1C2(C=3C(=NC=CC3)N1COCC[Si](C)(C)C)CC1=CC=C(C=C1C2)C(=O)OC ((±)-methyl 2′-oxo-1′-{[2-(trimethylsilyl)ethoxy]methyl}-1,1′,2′,3-tetrahydrospiro[indene-2,3′-pyrrolo[2,3-b]pyridine]-5-carboxylate), C(F)(F)(F)C(=O)O (CF3CO2H), C(CN)N (ethylene diamine). Solvent: C(=O)(O)[O-].[Na+] (NaHCO3), C(Cl)Cl (CH2Cl2). Conditions: time 18 hour. Product: O=C1C2(C=3C(=NC=CC3)N1)CC1=CC=C(C=C1C2)C(=O)OC (methyl 2′-oxo-1,1′,2′,3-tetrahydrospiro[indene-2,3′-pyrrolo[2,3-b]pyridine]-5-carboxylate). RXN SMILES: [O:1]=[C:2]1[N:10](COCC[Si](C)(C)C)[C:5]2=[N:6][CH:7]=[CH:8][CH:9]=[C:4]2[C:3]21[CH2:26][C:25]1[C:20](=[CH:21][CH:22]=[C:23]([C:27]([O:29][CH3:30])=[O:28])[CH:24]=1)[CH2:19]2.C(C(O)=O)(F)(F)F.C(N)CN>C(Cl)Cl.C([O-])(O)=O.[Na+]>[O:1]=[C:2]1[NH:10][C:5]2=[N:6][CH:7]=[CH:8][CH:9]=[C:4]2[C:3]21[CH2:26][C:25]1[C:20](=[CH:21][CH:22]=[C:23]([C:27]([O:29][CH3:30])=[O:28])[CH:24]=1)[CH2:19]2 |f:4.5|. Procedure: To a solution of (±)-methyl 2′-oxo-1′-{[2-(trimethylsilyl)ethoxy]methyl}-1,1′,2′,3-tetrahydrospiro[indene-2,3′-pyrrolo[2,3-b]pyridine]-5-carboxylate from Step B (3.65 g, 8.60 mmol) in CH2Cl2 (80 mL) was added CF3CO2H (40 mL, 52 mmol) and the resulting mixture was stirred at ambient temperature for 18 h, then concentrated in vacuo. The residue was dissolved in CH2Cl2 (100 mL) and treated with ethylene diamine (2.3 mL, 34.4 mmol). The reaction mixture was stirred at ambient temperature for 18 h, t... Yields the product CC1(COC2=C1C=C(C=C2)S(=O)(=O)O)C (3,3-dimethyl-2,3-dihydro-benzofuran-5-sulfonic acid). Procedure details: To a solution of 3,3-dimethyl-2,3-dihydro-benzofuran (160 mg, 1.08 mmol) in dichloromethane (2 mL) at −10° C. was added chlorosulfonic acid (72 μL, 1.08 mmol). The mixture was stirred at −10° C. for 15 minutes, then the solvent was evaporated to give 3,3-dimethyl-2,3-dihydro-benzofuran-5-sulfonic acid [1H-NMR (300 MHz, CDCl3): 1.37 (s, 6H), 4.35 (s, 2H), 6.85 (d, J=8.2 Hz, 1H), 7.67 (d, J=2.1 Hz, 1H), 7.73 (dd, J1=8.5 Hz, J2=2.1 Hz, 1H), 10.12 (br s, 1H)]. The residue was diluted with thionyl ch... Starting materials: CC1(COC2=C1C=CC=C2)C (3,3-dimethyl-2,3-dihydro-benzofuran), ClS(=O)(=O)O (chlorosulfonic acid). Run at temperature -10 celsius, time 15 minute. RXN SMILES: [CH3:1][C:2]1([CH3:11])[C:6]2[CH:7]=[CH:8][CH:9]=[CH:10][C:5]=2[O:4][CH2:3]1.Cl[S:13]([OH:16])(=[O:15])=[O:14]>ClCCl>[CH3:1][C:2]1([CH3:11])[C:6]2[CH:7]=[C:8]([S:13]([OH:16])(=[O:15])=[O:14])[CH:9]=[CH:10][C:5]=2[O:4][CH2:3]1. Run in ClCCl (dichloromethane). The reactants are C(C)(C)(C)NC1=NC(=NC=C1F)Cl (4-(t-butylamino)-2-chloro-5-fluoropyrimidine), C(C1=CC=CC=C1)N (benzylamine). Run in CN1C(CCC1)=O (N-methylpyrrolidone). Run at temperature 140 celsius, time 17 hour. Product: C(C1=CC=CC=C1)NC1=NC=C(C(=N1)NC(C)(C)C)F (2-benzylamino-4-(t-butylamino)-5-fluoropyrimidine). Yield: 78.4%. As a reaction SMILES: [C:1]([NH:5][C:6]1[C:11]([F:12])=[CH:10][N:9]=[C:8](Cl)[N:7]=1)([CH3:4])([CH3:3])[CH3:2].[CH2:14]([NH2:21])[C:15]1[CH:20]=[CH:19][CH:18]=[CH:17][CH:16]=1>CN1CCCC1=O>[CH2:14]([NH:21][C:8]1[N:7]=[C:6]([NH:5][C:1]([CH3:4])([CH3:3])[CH3:2])[C:11]([F:12])=[CH:10][N:9]=1)[C:15]1[CH:20]=[CH:19][CH:18]=[CH:17][CH:16]=1. Procedure details: To 5 ml of N-methylpyrrolidone were added 1.8 g of 4-(t-butylamino)-2-chloro-5-fluoropyrimidine and 4.0 g of benzylamine, and the mixture was stirred at 140° C. for 17 hours and separated by adding 300 ml of distilled water and 40 ml of chloroform. The chloroform layer was washed twice with 300 ml of distilled water, dried over anhydrous magnesium sulfate and concentrated under reduced pressure. The precipitated pale yellow crystals were dispersed in diisopropylether and collected by filtration ... Reactants: N1C(N2CCC(C(C3=C2C1=CC=C3)=O)=NO)=O (4,5-dihydro-imidazo[4,5,1-jk][1]benzazepin-2,6,7[1H]-trione-6-oxime), [H][H] (hydrogen), [BH4-].[Na+] (sodium borohydride). Reagents/catalysts: [Pd] (palladium on carbon). Product: N[C@@H]1CCN2C3=C([C@H]1O)C=CC=C3NC2=O (racemic trans 6-amino-7-hydroxy-4,5,6,7-tetrahydro-imidazo[4,5,1-jk][1]-benzazepin-2[1H]-one). RXN SMILES: [NH:1]1[C:10]2=[CH:11][CH:12]=[CH:13][C:8]3=[C:9]2[N:3]([CH2:4][CH2:5][C:6](=[N:15]O)[C:7]3=[O:14])[C:2]1=[O:17].[H][H].[BH4-].[Na+]>[Pd]>[NH2:15][C@H:6]1[C@H:7]([OH:14])[C:8]2[CH:13]=[CH:12][CH:11]=[C:10]3[NH:1][C:2](=[O:17])[N:3]([C:9]=23)[CH2:4][CH2:5]1 |f:2.3|. Procedure: Using the methods reported in U.S. Pat. No. 4,585,770, 5,6-dihydro-imidazo[4,5,1-jk][1]benzazepin-2,7-[1H,4H]-dione may be reacted with an alkyl nitrite (e.g., tert-butyl nitrite or isoamyl nitrite), in the presence of a base or acid (e.g., HCl), to form 4,5-dihydro-imidazo[4,5,1-jk][1]benzazepin-2,6,7[1H]-trione-6-oxime. The 4,5-dihydro-imidazo[4,5,1-jk][1]benzazepin-2,6,7[1H]-trione-6-oxime, in turn, is reduced via catalytic hydrogenation (with, for example, hydrogen in the presence of palladi... Reactants: O=C([O-])O, C1CCOC1, CSc1nc(N(C)C)c2c(n1)N1CCCC1CN(c1cccc(-c3nn(C)c(=O)o3)c1)C2=O, CCN, ClC(Cl)Cl, ClCCl, [Na+], O=C(OO)c1cccc(Cl)c1. Yields the product CCNc1nc(N(C)C)c2c(n1)N1CCCC1CN(c1cccc(-c3nn(C)c(=O)o3)c1)C2=O. As a reaction SMILES: [C:45](=[O:46])([OH:47])[O-:48].[CH2:53]1[O:54][CH2:55][CH2:56][CH2:57]1.[CH3:1][N:2]([c:3]1[n:4][c:5]([S:31][CH3:32])[n:6][c:7]2[c:16]1[C:15](=[O:17])[N:14]([c:18]1[cH:19][c:20](-[c:24]3[n:25][n:26]([CH3:30])[c:27](=[O:29])[o:28]3)[cH:21][cH:22][cH:23]1)[CH2:13][CH:12]1[N:8]2[CH2:9][CH2:10][CH2:11]1)[CH3:33].[CH3:50][CH2:51][NH2:52].[CH:61]([Cl:62])([Cl:63])[Cl:64].[Cl:58][CH2:59][Cl:60].[Na+:49].[OH:34][O:35][C:36]([c:37]1[cH:38][c:39]([Cl:40])[cH:41][cH:42][cH:43]1)=[O:44]>>[CH3:1][N:2]([c:3]1[n:4][c:5]([NH:52][CH2:51][CH3:50])[n:6][c:7]2[c:16]1[C:15](=[O:17])[N:14]([c:18]1[cH:19][c:20](-[c:24]3[n:25][n:26]([CH3:30])[c:27](=[O:29])[o:28]3)[cH:21][cH:22][cH:23]1)[CH2:13][CH:12]1[N:8]2[CH2:9][CH2:10][CH2:11]1)[CH3:33]. Starting materials: ClC=1C=CC(=C2N3C(=NC21)N(CCCC3)C3=C(C=C(C=C3)OC)Cl)C(=O)OC (methyl 10-chloro-1-(2-chloro-4-methoxyphenyl)-2,3,4,5-tetrahydro-1H-[1,3]diazepino[1,2-a]benzimidazole-7-carboxylate), [BH4-].[Li+] (lithium borohydride). Solvent: C(C)(=O)OCC (ethyl acetate), O1CCCC1 (tetrahydrofuran). Conditions: temperature 60 celsius, time 20 hour. Product: ClC1=CC=C(C=2N3C(=NC21)N(CCCC3)C3=C(C=C(C=C3)OC)Cl)CO ([10-Chloro-1-(2-chloro-4-methoxyphenyl)-2,3,4,5-tetrahydro-1H-[1,3]diazepino[1,2-a]benzimidazol-7-yl]methanol). The yield is 99.8%. Reaction SMILES: [Cl:1][C:2]1[CH:3]=[CH:4][C:5]([C:25](OC)=[O:26])=[C:6]2[C:10]=1[N:9]=[C:8]1[N:11]([C:16]3[CH:21]=[CH:20][C:19]([O:22][CH3:23])=[CH:18][C:17]=3[Cl:24])[CH2:12][CH2:13][CH2:14][CH2:15][N:7]21.[BH4-].[Li+]>O1CCCC1.C(OCC)(=O)C>[Cl:1][C:2]1[C:10]2[N:9]=[C:8]3[N:11]([C:16]4[CH:21]=[CH:20][C:19]([O:22][CH3:23])=[CH:18][C:17]=4[Cl:24])[CH2:12][CH2:13][CH2:14][CH2:15][N:7]3[C:6]=2[C:5]([CH2:25][OH:26])=[CH:4][CH:3]=1 |f:1.2|. Reported procedure: To a stirred solution of methyl 10-chloro-1-(2-chloro-4-methoxyphenyl)-2,3,4,5-tetrahydro-1H-[1,3]diazepino[1,2-a]benzimidazole-7-carboxylate (336 mg, 0.800 mmol) in tetrahydrofuran (6 mL) was added lithium borohydride (69.7 mg, 3.20 mmol) at 0° C. After being stirred for 20 h at 60° C., the reaction mixture was diluted with ethyl acetate, quenched with aqueous ammonium chloride, washed with water and brine, dried over sodium sulfate, filtrated, and concentrated in vacuo to give the title compou... Reactants: ClCCl, O=C(O)C(F)(F)F, C[Si](C)(C)CCOCn1nc(-c2cccc(NCc3cccs3)c2)c2cnc(NCCN3CCOCC3)nc21. The product is c1cc(NCc2cccs2)cc(-c2n[nH]c3nc(NCCN4CCOCC4)ncc23)c1. As a reaction SMILES: [Cl:47][CH2:48][Cl:49].[F:40][C:41]([F:42])([F:43])[C:44]([OH:45])=[O:46].[O:1]1[CH2:2][CH2:3][N:4]([CH2:7][CH2:8][NH:9][c:10]2[n:11][cH:12][c:13]3[c:14]([n:15]2)[n:16]([CH2:32][O:33][CH2:34][CH2:35][Si:36]([CH3:37])([CH3:38])[CH3:39])[n:17][c:18]3-[c:19]2[cH:20][c:21]([NH:25][CH2:26][c:27]3[s:28][cH:29][cH:30][cH:31]3)[cH:22][cH:23][cH:24]2)[CH2:5][CH2:6]1>>[O:1]1[CH2:2][CH2:3][N:4]([CH2:7][CH2:8][NH:9][c:10]2[n:11][cH:12][c:13]3[c:14]([n:15]2)[nH:16][n:17][c:18]3-[c:19]2[cH:20][c:21]([NH:25][CH2:26][c:27]3[s:28][cH:29][cH:30][cH:31]3)[cH:22][cH:23][cH:24]2)[CH2:5][CH2:6]1. Reactants: COc1ccc(C(=O)Nc2cc3c(cc2[N+](=O)[O-])NC(=O)C3(C)C)cc1, Cc1ccccc1, O=C(Cl)Oc1ccc([N+](=O)[O-])cc1. Yields the product COc1ccc(C(=O)Nc2cc3c(cc2[N+](=O)[O-])N(C(=O)Oc2ccc([N+](=O)[O-])cc2)C(=O)C3(C)C)cc1. Reaction SMILES: [CH3:1][C:2]1([CH3:26])[C:3](=[O:25])[NH:4][c:5]2[cH:6][c:7]([N+:22](=[O:23])[O-:24])[c:8]([NH:11][C:12]([c:13]3[cH:14][cH:15][c:16]([O:19][CH3:20])[cH:17][cH:18]3)=[O:21])[cH:9][c:10]21.[CH3:40][c:41]1[cH:42][cH:43][cH:44][cH:45][cH:46]1.[Cl:27][C:28](=[O:29])[O:30][c:31]1[cH:32][cH:33][c:34]([N+:37](=[O:38])[O-:39])[cH:35][cH:36]1>>[CH3:1][C:2]1([CH3:26])[C:3](=[O:25])[N:4]([C:28](=[O:29])[O:30][c:31]2[cH:32][cH:33][c:34]([N+:37](=[O:38])[O-:39])[cH:35][cH:36]2)[c:5]2[cH:6][c:7]([N+:22](=[O:23])[O-:24])[c:8]([NH:11][C:12]([c:13]3[cH:14][cH:15][c:16]([O:19][CH3:20])[cH:17][cH:18]3)=[O:21])[cH:9][c:10]21.